This data is from the Open Reaction Database (ORD), a public repository of structured organic reaction records. The task is: describe an organic reaction: reactants, conditions, products, and yield Starting materials: FC(C=1C=C(COCC2(CCNCCC2)C2=CC=CC=C2)C=C(C1)C(F)(F)F)(F)F (4-((3,5-bis(trifluoromethyl)benzyloxy)methyl)-4-phenylazepane), C=O (paraformaldehyde), C(=O)O (formic acid). Solvent: C(Cl)(Cl)Cl (chloroform). Run at temperature 65 celsius, time 8 hour. The product is FC(C=1C=C(COCC2(CCN(CCC2)C)C2=CC=CC=C2)C=C(C1)C(F)(F)F)(F)F (4-((3,5-bis(trifluoromethyl)benzyloxy)methyl)-1-methyl-4-phenylazepane). Yield: 64.6%. Reaction SMILES: [F:1][C:2]([F:30])([F:29])[C:3]1[CH:4]=[C:5]([CH:22]=[C:23]([C:25]([F:28])([F:27])[F:26])[CH:24]=1)[CH2:6][O:7][CH2:8][C:9]1([C:16]2[CH:21]=[CH:20][CH:19]=[CH:18][CH:17]=2)[CH2:15][CH2:14][CH2:13][NH:12][CH2:11][CH2:10]1.C=O.[CH:33](O)=O>C(Cl)(Cl)Cl>[F:30][C:2]([F:29])([F:1])[C:3]1[CH:4]=[C:5]([CH:22]=[C:23]([C:25]([F:28])([F:27])[F:26])[CH:24]=1)[CH2:6][O:7][CH2:8][C:9]1([C:16]2[CH:21]=[CH:20][CH:19]=[CH:18][CH:17]=2)[CH2:15][CH2:14][CH2:13][N:12]([CH3:33])[CH2:11][CH2:10]1. Procedure: The mixture of Isomer A of 4-((3,5-bis(trifluoromethyl)benzyloxy)methyl)-4-phenylazepane (3 mg), paraformaldehyde (3 mg) and formic acid (2.2 mg) in chloroform (0.1 mL) was stirred at 65° C. for overnight. After cooling down, the mixture was concentrated under vacuum and filtered through anion exchange cartridge to get rid of formic acid. The crude product was purified by prep TLC with 10% methanol/89% dichloromethane/1% NH4OH to give the product as a clear sticky oil (2 mg, 67% yield). The reactants are C (Norit), O=O (oxygen), P(=O)(O)(O)CN(CC(=O)O)CC(=O)O (N-phosphonomethyliminodiacetic acid), Pt H-. Solvent: O (water). Reaction conditions: temperature 95 celsius. Yields the product P(=O)(O)(O)CNCC(=O)O (N-phosphonomethylglycine). RXN SMILES: C.[P:2]([CH2:6][N:7](CC(O)=O)[CH2:8][C:9]([OH:11])=[O:10])([OH:5])([OH:4])=[O:3].O=O>O>[P:2]([CH2:6][NH:7][CH2:8][C:9]([OH:11])=[O:10])([OH:5])([OH:4])=[O:3]. Reported procedure: To a 300 ml. autoclave as described above 100 ml. deionized water, 1 gram of Norit A activated carbon, and 4 grams N-phosphonomethyliminodiacetic acid are charged. There is also added a 0.15 gram amount of the 3.30% Pt/H--MOR catalyst of Example 1. The contents are heated to 90° C. with oxygen flowing at atmospheric pressure. The contents are heated to about 95° C. with agitation for approximately two hours, with yields of N-phosphonomethylglycine in excess of 95% expected to be obtainable. Beca... The reactants are FC(C1=C(C=CC=C1)C1C(=C(NC(=C1C(=O)OCC)C)C)C(=O)OCC)(F)F (diethyl 1,4-dihydro-4-(2-trifluoromethylphenyl)2,6-dimethyl-3,5-pyridine dicarboxylate), Cl.N1=C(C=CC=C1)N=C(C1=CC=CC=C1)Cl (N-(2-pyridyl)-benzimidoyl chloride HCl). Product: CC=1NC=2C=C(N(C(C2C(C1C(=O)OCC)C1=C(C=CC=C1)C(F)(F)F)=O)C1=NC=CC=C1)C1=CC=CC=C1 (Ethyl 1,4,5,6-Tetrahydro-2-methyl-4-(2-trifluoromethylphenyl)-5-oxo-6-(2-pyridyl)-7-phenyl-1,6-naphthyridine-3-carboxylate). Reaction SMILES: [F:1][C:2]([F:28])([F:27])[C:3]1[CH:8]=[CH:7][CH:6]=[CH:5][C:4]=1[CH:9]1[C:14]([C:15]([O:17][CH2:18][CH3:19])=[O:16])=[C:13]([CH3:20])[NH:12][C:11]([CH3:21])=[C:10]1[C:22]([O:24]CC)=O.Cl.[N:30]1[CH:35]=[CH:34][CH:33]=[CH:32][C:31]=1[N:36]=[C:37](Cl)[C:38]1[CH:43]=[CH:42][CH:41]=[CH:40][CH:39]=1>>[CH3:20][C:13]1[NH:12][C:11]2[CH:21]=[C:37]([C:38]3[CH:43]=[CH:42][CH:41]=[CH:40][CH:39]=3)[N:36]([C:31]3[CH:32]=[CH:33][CH:34]=[CH:35][N:30]=3)[C:22](=[O:24])[C:10]=2[CH:9]([C:4]2[CH:5]=[CH:6][CH:7]=[CH:8][C:3]=2[C:2]([F:28])([F:1])[F:27])[C:14]=1[C:15]([O:17][CH2:18][CH3:19])=[O:16] |f:1.2|. Procedure details: This product is obtained using the procedure of Example 1, from diethyl 1,4-dihydro-4-(2-trifluoromethylphenyl)2,6-dimethyl-3,5-pyridine dicarboxylate and N-(2-pyridyl)-benzimidoyl chloride HCl (2.5 g, 9.4%). Starting materials: Cl (hydrochloric acid), C(C)(=O)OCC1=NNC2=CC=CC(=C12)OCC(CN1CCC(CC1)COC1=CC=CC=C1)O (3-acetoxymethyl-4-[2-hydroxy-3-(4-phenoxymethylpiperidino)-propoxy]-indazole). Yields the product Cl.Cl.OC(COC1=C2C(=NNC2=CC=C1)CO)CN1CCC(CC1)COC1=CC=CC=C1 (4-[2-hydroxy-3-(4-phenoxymethylpiperidino)-propoxy]-3-hydroxymethylindazole dihydrochloride). Yield: 48.0%. RXN SMILES: [ClH:1].C([O:5][CH2:6][C:7]1[C:15]2[C:10](=[CH:11][CH:12]=[CH:13][C:14]=2[O:16][CH2:17][CH:18]([OH:34])[CH2:19][N:20]2[CH2:25][CH2:24][CH:23]([CH2:26][O:27][C:28]3[CH:33]=[CH:32][CH:31]=[CH:30][CH:29]=3)[CH2:22][CH2:21]2)[NH:9][N:8]=1)(=O)C>>[ClH:1].[ClH:1].[OH:34][CH:18]([CH2:19][N:20]1[CH2:21][CH2:22][CH:23]([CH2:26][O:27][C:28]2[CH:33]=[CH:32][CH:31]=[CH:30][CH:29]=2)[CH2:24][CH2:25]1)[CH2:17][O:16][C:14]1[CH:13]=[CH:12][CH:11]=[C:10]2[C:15]=1[C:7]([CH2:6][OH:5])=[N:8][NH:9]2 |f:2.3.4|. Procedure: Excess ethanolic hydrochloric acid is allowed to act upon 3-acetoxymethyl-4-[2-hydroxy-3-(4-phenoxymethylpiperidino)-propoxy]-indazole, followed by precipitation with diethyl ether and recrystallization of the precipitate from ethanol. There is obtained, in a yield of 48% of theory, 4-[2-hydroxy-3-(4-phenoxymethylpiperidino)-propoxy]-3-hydroxymethylindazole dihydrochloride in the form of pale yellow crystals; m.p. 183° C. (decomp.).